Dataset: the Open Reaction Database (ORD), a public repository of structured organic reaction records. Task: describe an organic reaction: reactants, conditions, products, and yield The reactants are [Cl-], Cl, O=C(O)C=Cc1ccc(F)cc1, NN1CC(=O)NC1=O, O=S(Cl)Cl, c1ccncc1. Yields the product O=C(C=Cc1ccc(F)cc1)NN1CC(=O)NC1=O. As a reaction SMILES: [Cl-:13].[ClH:14].[F:1][c:2]1[cH:3][cH:4][c:5]([CH:6]=[CH:7][C:8](=[O:9])[OH:10])[cH:11][cH:12]1.[NH2:15][N:16]1[C:17](=[O:18])[NH:19][C:20](=[O:21])[CH2:22]1.[S:29]([Cl:30])([Cl:31])=[O:32].[cH:23]1[cH:24][cH:25][n:26][cH:27][cH:28]1>>[F:1][c:2]1[cH:3][cH:4][c:5]([CH:6]=[CH:7][C:8](=[O:10])[NH:15][N:16]2[C:17](=[O:18])[NH:19][C:20](=[O:21])[CH2:22]2)[cH:11][cH:12]1. The reactants are O=C([O-])O, CC(C)CC1C(=O)OC(Cc2ccccc2)C(=O)N(C)C(CC(C)C)C(=O)OC(C)CN(C)C(CC(C)C)C(=O)OC(Cc2ccccc2)C(=O)N(C)C(CC(C)C)C(=O)OC(C)CN1C, [Na+], O=C1CCCCCN1CO, O=S(=O)(O)C(F)(F)F. The product is CC(C)CC1C(=O)OC(Cc2ccc(CN3CCCCCC3=O)cc2)C(=O)N(C)C(CC(C)C)C(=O)OC(C)CN(C)C(CC(C)C)C(=O)OC(Cc2ccccc2)C(=O)N(C)C(CC(C)C)C(=O)OC(C)CN1C. As a reaction SMILES: [C:77](=[O:78])([OH:79])[O-:80].[CH2:1]([c:2]1[cH:3][cH:4][cH:5][cH:6][cH:7]1)[CH:8]1[O:9][C:10](=[O:66])[CH:11]([CH2:62][CH:63]([CH3:64])[CH3:65])[N:12]([CH3:61])[CH2:13][CH:14]([CH3:60])[O:15][C:16](=[O:59])[CH:17]([CH2:55][CH:56]([CH3:57])[CH3:58])[N:18]([CH3:54])[C:19](=[O:53])[CH:20]([CH2:46][c:47]2[cH:48][cH:49][cH:50][cH:51][cH:52]2)[O:21][C:22](=[O:45])[CH:23]([CH2:41][CH:42]([CH3:43])[CH3:44])[N:24]([CH3:40])[CH2:25][CH:26]([CH3:39])[O:27][C:28](=[O:38])[CH:29]([CH2:34][CH:35]([CH3:36])[CH3:37])[N:30]([CH3:33])[C:31]1=[O:32].[Na+:81].[OH:67][CH2:68][N:69]1[C:70](=[O:76])[CH2:71][CH2:72][CH2:73][CH2:74][CH2:75]1.[OH:82][S:83]([C:84]([F:85])([F:86])[F:87])(=[O:88])=[O:89]>>[CH2:1]([c:2]1[cH:3][cH:4][c:5]([CH2:68][N:69]2[C:70](=[O:76])[CH2:71][CH2:72][CH2:73][CH2:74][CH2:75]2)[cH:6][cH:7]1)[CH:8]1[O:9][C:10](=[O:66])[CH:11]([CH2:62][CH:63]([CH3:64])[CH3:65])[N:12]([CH3:61])[CH2:13][CH:14]([CH3:60])[O:15][C:16](=[O:59])[CH:17]([CH2:55][CH:56]([CH3:57])[CH3:58])[N:18]([CH3:54])[C:19](=[O:53])[CH:20]([CH2:46][c:47]2[cH:48][cH:49][cH:50][cH:51][cH:52]2)[O:21][C:22](=[O:45])[CH:23]([CH2:41][CH:42]([CH3:43])[CH3:44])[N:24]([CH3:40])[CH2:25][CH:26]([CH3:39])[O:27][C:28](=[O:38])[CH:29]([CH2:34][CH:35]([CH3:36])[CH3:37])[N:30]([CH3:33])[C:31]1=[O:32].